The task is: describe an organic reaction: reactants, conditions, products, and yield. This data is from the Open Reaction Database (ORD), a public repository of structured organic reaction records. Reactants: C=O (paraformaldehyde), C(C)(=O)O (acetic acid), C(CCCCCCCC)C1=CC=C(C=C1)O (Para-nonyl phenol), C=O (paraformaldehyde), C(C)(=O)O (acetic acid), [Mg] (magnesium), [Mg] (magnesium), C[O-].[Mg+2].C[O-] (magnesium methoxide). Run in O (water), C1(=CC=CC=C1)C (toluene), CO (methanol). Reaction conditions: temperature 70 celsius, time 1 hour. The product is C(CCCCCCCC)OC=1C(C=O)=CC=CC1 (nonyl salicylaldehyde). Isolated yield 67.0%. Reaction SMILES: [Mg].[CH3:2][O-:3].[Mg+2].[CH3:5][O-:6].[CH2:7](C1C=CC(O)=CC=1)[CH2:8][CH2:9][CH2:10][CH2:11][CH2:12][CH2:13][CH2:14]C.C=O.[C:25](O)(=O)[CH3:26]>O.C1(C)C=CC=CC=1.CO>[CH2:2]([O:3][C:7]1[C:8](=[CH:9][CH:10]=[CH:25][CH:26]=1)[CH:5]=[O:6])[CH2:14][CH2:13][CH2:12][CH2:11][CH2:10][CH2:9][CH2:8][CH3:7] |f:1.2.3|. Reported procedure: A 2-liter round-bottomed flask was charged with magnesium (12 g, 0.49 mol), methanol (285 ml), toluene (120 ml) and magnesium methoxide (10 ml solution of 7.4% by weight magnesium methoxide in methanol). The reaction mixture was heated to reflux and the magnesium dissolved. Para-nonyl phenol (112.4 g) was added in one portion to the reaction mixture. The flask was then rigged for a fractional vacuum distillation and an azeotrope of methanol/toluene was distilled off to an internal temperature of... Starting materials: C(CC)C=1C(=C(C(=O)O)C(=C(C1)OC)OC)OC (3-Propyl-2,5,6-trimethoxybenzoic acid), S(=O)(Cl)Cl (thionyl chloride), C(C)N1[C@@H](CCC1)CN ((2S)-(-)-1-ethyl-2-aminomethylpyrrolidine), O(C(C)C)C(C)C (i-Pr2O). Product: C(C)N1[C@@H](CCC1)CNC(C1=C(C(=CC(=C1OC)OC)CCC)OC)=O ((S)-(-)-N-[(1-Ethyl-2-pyrrolidinyl)methyl]-3-propyl-2,5,6-trimethoxybenzamide). Reaction SMILES: [CH2:1]([C:4]1[C:5]([O:17][CH3:18])=[C:6]([C:10]([O:15][CH3:16])=[C:11]([O:13][CH3:14])[CH:12]=1)[C:7]([OH:9])=O)[CH2:2][CH3:3].S(Cl)(Cl)=O.[CH2:23]([N:25]1[CH2:29][CH2:28][CH2:27][C@H:26]1[CH2:30][NH2:31])[CH3:24].O(C(C)C)C(C)C>>[CH2:23]([N:25]1[CH2:29][CH2:28][CH2:27][C@H:26]1[CH2:30][NH:31][C:7](=[O:9])[C:6]1[C:10]([O:15][CH3:16])=[C:11]([O:13][CH3:14])[CH:12]=[C:4]([CH2:1][CH2:2][CH3:3])[C:5]=1[O:17][CH3:18])[CH3:24]. Procedure details: 3-Propyl-2,5,6-trimethoxybenzoic acid (23 g, 0.09 mol) was treated with thionyl chloride and (2S)-(-)-1-ethyl-2-aminomethylpyrrolidine as described in example 4. Yield 10.6 g (32%). M.p. 68°-70° C. (i-Pr2O). 1H-NMR (CDCl3): δ6.73 (s,1H), 6.40 (b,1H), 3.85 (Sx2,6H), 3.76 (s,3H), 0.9-3.8 (m,21H)ppm. Reactants: COc1cc(Br)ccc1-n1cnc(C)c1, ClC(Cl)Cl, Nc1ccn(Cc2ccc(F)cc2)n1, [Na+], [O-]c1ccccc1, O=C(C=Cc1ccccc1)C=Cc1ccccc1, O=C(C=Cc1ccccc1)C=Cc1ccccc1, C1COCCO1, O=C(C=Cc1ccccc1)C=Cc1ccccc1, O, [Pd], [Pd], CC1(C)c2cccc(P(c3ccccc3)c3ccccc3)c2Oc2c(P(c3ccccc3)c3ccccc3)cccc21. Product: COc1cc(Nc2ccn(Cc3ccc(F)cc3)n2)ccc1-n1cnc(C)c1. As a reaction SMILES: [Br:1][c:2]1[cH:3][c:4]([O:14][CH3:15])[c:5](-[n:8]2[cH:9][n:10][c:11]([CH3:13])[cH:12]2)[cH:6][cH:7]1.[CH:143]([Cl:144])([Cl:145])[Cl:146].[F:16][c:17]1[cH:18][cH:19][c:20]([CH2:21][n:22]2[n:23][c:24]([NH2:27])[cH:25][cH:26]2)[cH:28][cH:29]1.[Na+:37].[O-:30][c:31]1[cH:32][cH:33][cH:34][cH:35][cH:36]1.[O:107]=[C:108]([CH:109]=[CH:110][c:111]1[cH:112][cH:113][cH:114][cH:115][cH:116]1)[CH:117]=[CH:118][c:119]1[cH:120][cH:121][cH:122][cH:123][cH:124]1.[O:125]=[C:126]([CH:127]=[CH:128][c:129]1[cH:130][cH:131][cH:132][cH:133][cH:134]1)[CH:135]=[CH:136][c:137]1[cH:138][cH:139][cH:140][cH:141][cH:142]1.[O:80]1[CH2:81][CH2:82][O:83][CH2:84][CH2:85]1.[O:89]=[C:90]([CH:91]=[CH:92][c:93]1[cH:94][cH:95][cH:96][cH:97][cH:98]1)[CH:99]=[CH:100][c:101]1[cH:102][cH:103][cH:104][cH:105][cH:106]1.[OH2:86].[Pd:87].[Pd:88].[c:38]1([P:39]([c:40]2[cH:41][cH:42][cH:43][cH:44][cH:45]2)[c:46]2[c:47]3[c:71]([cH:72][cH:73][cH:74]2)[C:68]([CH3:69])([CH3:70])[c:50]2[c:49]([c:54]([P:55]([c:56]4[cH:57][cH:58][cH:59][cH:60][cH:61]4)[c:62]4[cH:63][cH:64][cH:65][cH:66][cH:67]4)[cH:53][cH:52][cH:51]2)[O:48]3)[cH:75][cH:76][cH:77][cH:78][cH:79]1>>[c:2]1([NH:27][c:24]2[n:23][n:22]([CH2:21][c:20]3[cH:19][cH:18][c:17]([F:16])[cH:29][cH:28]3)[cH:26][cH:25]2)[cH:3][c:4]([O:14][CH3:15])[c:5](-[n:8]2[cH:9][n:10][c:11]([CH3:13])[cH:12]2)[cH:6][cH:7]1. Starting materials: COC1=C(C=CC(=C1)OC)CC(=O)C1=C(C=C(C=C1OC)OC)O (2-(2,4-Dimethoxy-phenyl)-1-(2-hydroxy-4,6-dimethoxy-phenyl)-ethanone), C(C)OC(OCC)OCC (triethylorthoformate), Cl (HCl). Solvent: N1CCOCC1 (morpholine). The product is COC1=C(C=CC(=C1)OC)C1=COC2=CC(=CC(=C2C1=O)OC)OC (3-(2,4-Dimethoxy-phenyl)-5,7-dimethoxy-chromen-4-one). Reaction SMILES: [CH3:1][O:2][C:3]1[CH:8]=[C:7]([O:9][CH3:10])[CH:6]=[CH:5][C:4]=1[CH2:11][C:12]([C:14]1[C:19]([O:20][CH3:21])=[CH:18][C:17]([O:22][CH3:23])=[CH:16][C:15]=1[OH:24])=[O:13].Cl.[CH2:26](OC(OCC)OCC)C>N1CCOCC1>[CH3:1][O:2][C:3]1[CH:8]=[C:7]([O:9][CH3:10])[CH:6]=[CH:5][C:4]=1[C:11]1[C:12](=[O:13])[C:14]2[C:19](=[CH:18][C:17]([O:22][CH3:23])=[CH:16][C:15]=2[O:24][CH3:26])[O:20][CH:21]=1. Procedure details: A solution of 7 (3.2 g, 9.6 mmol) in triethylorthoformate (40 mL) and morpholine (10 mL) was heated to 120° C. for 4 hr. The reaction was allowed to cool to rt, poured into 2 N HCl and extracted with CH2Cl2. The CH2Cl2 was dried over MgSO4, concentrated and chromatographed on SiO2 (2:98 MeOH/CH2Cl2 to 4:96 (MeOH/CH2Cl2)) to give a the product 8 (1.5 g): Mp 202-204° C.; 1H NMR (CDCl3) δ 7.73 (s, 1H), 7.23 (d, 1H, J=9.0 Hz), 6.54-6.51 (m, 2H), 6.44 (d, 1H, J=2.3 Hz), 6.36 (d, 1H, J=2.3 Hz), 3.91 (... Reactants: C(C)(C)(C)OC(=O)N1[C@@H]2CN[C@H](C1)C2 (tert-butyl-(S,S)-2,5-diazabicyclo[2.2.1]heptane-2-carboxylate), C[Si](C)(C)N=C=O (trimethylsilylisocyanate), Cl (HCl). Run in C(Cl)Cl (CH2Cl2). Conditions: time 2 hour. Yields the product Cl.[C@@H]12N(C[C@@H](NC1)C2)C(=O)N ((1S,4S)-2,5-Diazabicyclo[2.2.1]heptane-2-carboxamide hydrochloride), solid. Isolated yield 104.0%. RXN SMILES: C([O:5][C:6]([N:8]1[CH2:13][C@@H:12]2[CH2:14][C@H:9]1[CH2:10][NH:11]2)=O)(C)(C)C.C[Si]([N:19]=C=O)(C)C.[ClH:22]>C(Cl)Cl>[ClH:22].[C@H:9]12[CH2:14][C@H:12]([NH:11][CH2:10]1)[CH2:13][N:8]2[C:6]([NH2:19])=[O:5] |f:4.5|. Procedure: To a solution of tert-butyl-(S,S)-2,5-diazabicyclo[2.2.1]heptane-2-carboxylate (35.6 g, 179 mmol) in CH2Cl2 (600 mL) was added trimethylsilylisocyanate (82.5 g, 716 mmol, 4 equiv.). The reaction was stirred at rt for 2 h. After concentration, the resulting white solid was dissolved in CH2Cl2 (500 mL) and treated with a solution of HCl (4 M in dioxane, 135 mL, 3 equiv.). The solution quickly became heterogeneous. The suspension was then stirred at rt overnight. Upon concentration, the desired pro...